The task is: describe an organic reaction: reactants, conditions, products, and yield. This data is from the Open Reaction Database (ORD), a public repository of structured organic reaction records. Starting materials: [OH-].[Na+] (sodium hydroxide), N1N=CC=C1 (1H-pyrazole), C(Cl)C1CO1 (epichlorohydrin), formula 2. The product is O1C(C1)CN1N=CC=C1 (1-oxiranylmethyl-1H-pyrazole). As a reaction SMILES: [OH-].[Na+].[NH:3]1[CH:7]=[CH:6][CH:5]=[N:4]1.[CH2:8]([CH:10]1[O:12][CH2:11]1)Cl>>[O:12]1[CH2:11][CH:10]1[CH2:8][N:3]1[CH:7]=[CH:6][CH:5]=[N:4]1 |f:0.1|. Procedure: Compounds of formula 2. Reaction of sodium hydroxide with appropriate 1H-pyrazole starting material in neat epichlorohydrin at room temperature furnishes the corresponding 1-oxiranylmethyl-1H-pyrazole compound. To this product is added distilled water and an excess of secondary amine. The reaction mixture is then heated at moderate to high temperature (˜80° C.) for several hours. After suitable work-up (typically column chromatography), the corresponding 1-amino-3-(pyrazol-1-yl)-propan-2-ol comp... Starting materials: C(C)OC(CS(=O)(=O)C1=CC=C(C=C1)OC)=O ((4-methoxy-benzenesulfonyl)-acetic acid ethyl ester), C(OCC)(OCC)OCC (triethyl orthoformate). Run in C(C)(=O)OC(C)=O (acetic anhydride). Product: C(C)OC(C(=COCC)S(=O)(=O)C1=CC=C(C=C1)OC)=O (3-Ethoxy-2-(4-methoxy-benzenesulfonyl)-acrylic acid ethyl ester). RXN SMILES: [CH2:1]([O:3][C:4](=[O:17])[CH2:5][S:6]([C:9]1[CH:14]=[CH:13][C:12]([O:15][CH3:16])=[CH:11][CH:10]=1)(=[O:8])=[O:7])[CH3:2].[CH:18](OCC)(OCC)[O:19][CH2:20][CH3:21]>C(OC(=O)C)(=O)C>[CH2:1]([O:3][C:4](=[O:17])[C:5]([S:6]([C:9]1[CH:14]=[CH:13][C:12]([O:15][CH3:16])=[CH:11][CH:10]=1)(=[O:7])=[O:8])=[CH:18][O:19][CH2:20][CH3:21])[CH3:2]. Procedure details: A mixture of (4-methoxy-benzenesulfonyl)-acetic acid ethyl ester (8.3 g, 32 mmol) and triethyl orthoformate (16 mL, 96 mmol) in acetic anhydride (20 mL) was refluxed under N2 for 16 h. Solvents were removed by distillation (keep the temperature of oil bath below 180° C.). The residue was purified by chromatography on silica gel (1:1 ethyl acetate/hexanes) to provide the desired product as a mixture of isomers (a mixture of trans- and cis-isomers, 5.3 g, 53%) as a light yellow oil. Reaction conditions: time 3 hour. As a reaction SMILES: [CH:1]1([CH:6]([NH:18][C:19]2[CH:27]=[CH:26][C:22]([C:23](O)=[O:24])=[CH:21][CH:20]=2)[C:7]2[O:8][C:9]3[CH:16]=[CH:15][C:14]([F:17])=[CH:13][C:10]=3[C:11]=2[CH3:12])[CH2:5][CH2:4][CH2:3][CH2:2]1.Cl.[CH2:29]([O:31][C:32](=[O:36])[CH2:33][CH2:34][NH2:35])[CH3:30].O.ON1C2C=CC=CC=2N=N1.Cl.C(N=C=NCCCN(C)C)C.[Cl-].[NH4+]>CN(C)C=O.C(N(CC)CC)C>[CH:1]1([CH:6]([NH:18][C:19]2[CH:20]=[CH:21][C:22]([C:23]([NH:35][CH2:34][CH2:33][C:32]([O:31][CH2:29][CH3:30])=[O:36])=[O:24])=[CH:26][CH:27]=2)[C:7]2[O:8][C:9]3[CH:16]=[CH:15][C:14]([F:17])=[CH:13][C:10]=3[C:11]=2[CH3:12])[CH2:2][CH2:3][CH2:4][CH2:5]1 |f:1.2,3.4,5.6,7.8|. Solvent: CN(C=O)C (N,N-dimethylformamide), C(C)N(CC)CC (triethylamine). The product is C1(CCCC1)C(C=1OC2=C(C1C)C=C(C=C2)F)NC2=CC=C(C=C2)C(=O)NCCC(=O)OCC (ethyl 3-{[(4-{[cyclopentyl(5-fluoro-3-methyl-1-benzofuran-2-yl)methyl]amino}phenyl)carbonyl]amino}propanoate). The reactants are [Cl-].[NH4+] (ammonium chloride), C1(CCCC1)C(C=1OC2=C(C1C)C=C(C=C2)F)NC2=CC=C(C(=O)O)C=C2 (4-{[cyclopentyl(5-fluoro-3-methyl-1-benzofuran-2-yl)methyl]amino}benzoic acid), Cl.C(C)OC(CCN)=O (β-alanine ethyl ester hydrochloride), O.ON1N=NC2=C1C=CC=C2 (1-hydroxybenzotriazole monohydrate), Cl.C(C)N=C=NCCCN(C)C (1-ethyl-3-(3-dimethylaminopropyl)carbodiimide hydrochloride). Reported procedure: A solution of 4-{[cyclopentyl(5-fluoro-3-methyl-1-benzofuran-2-yl)methyl]amino}benzoic acid (483 mg) synthesized above, β-alanine ethyl ester hydrochloride (241 mg), 1-hydroxybenzotriazole monohydrate (240 mg), triethylamine (438 μL) and 1-ethyl-3-(3-dimethylaminopropyl)carbodiimide hydrochloride (301 mg) in N,N-dimethylformamide (10 mL) was stirred at room temperature for 3 hr. Saturated aqueous ammonium chloride solution was added to quench the reaction, and the reaction mixture was extracted ... The yield is 64.7%. Starting materials: COc1cc(N2CCC(CN3CCCCC3)CC2)ccc1N, O=C(Nc1c(F)cccc1F)c1cccc(-c2nc3ccccn3c2-c2ccnc(Cl)n2)c1, Cl, OC(F)(F)CF. The product is COc1cc(N2CCC(CN3CCCCC3)CC2)ccc1Nc1nccc(-c2c(-c3cccc(C(=O)Nc4c(F)cccc4F)c3)nc3ccccn23)n1. As a reaction SMILES: [CH3:34][O:35][c:36]1[c:37]([NH2:38])[cH:39][cH:40][c:41]([N:43]2[CH2:44][CH2:45][CH:46]([CH2:49][N:50]3[CH2:51][CH2:52][CH2:53][CH2:54][CH2:55]3)[CH2:47][CH2:48]2)[cH:42]1.[Cl:1][c:2]1[n:3][cH:4][cH:5][c:6](-[c:8]2[c:9](-[c:17]3[cH:18][c:19]([C:20](=[O:21])[NH:22][c:23]4[c:24]([F:30])[cH:25][cH:26][cH:27][c:28]4[F:29])[cH:31][cH:32][cH:33]3)[n:10][c:11]3[n:12]2[cH:13][cH:14][cH:15][cH:16]3)[n:7]1.[ClH:56].[F:57][CH2:58][C:59]([F:60])([F:61])[OH:62]>>[c:2]1([NH:38][c:37]2[c:36]([O:35][CH3:34])[cH:42][c:41]([N:43]3[CH2:44][CH2:45][CH:46]([CH2:49][N:50]4[CH2:51][CH2:52][CH2:53][CH2:54][CH2:55]4)[CH2:47][CH2:48]3)[cH:40][cH:39]2)[n:3][cH:4][cH:5][c:6](-[c:8]2[c:9](-[c:17]3[cH:18][c:19]([C:20](=[O:21])[NH:22][c:23]4[c:24]([F:30])[cH:25][cH:26][cH:27][c:28]4[F:29])[cH:31][cH:32][cH:33]3)[n:10][c:11]3[n:12]2[cH:13][cH:14][cH:15][cH:16]3)[n:7]1.